This data is from the Open Reaction Database (ORD), a public repository of structured organic reaction records. The task is: describe an organic reaction: reactants, conditions, products, and yield Reactants: S(=O)(Cl)Cl (Thionyl chloride), FC1=CC=C(COC2=CC(N(C=C2)C=2C=CC3=C(N(C(=N3)C(=O)NCCO)C)C2)=O)C=C1 (6-(4-((4-fluorobenzyl)oxy)-2-oxopyridin-1(2H)-yl)-N-(2-hydroxyethyl)-1-methyl-1H-benzimidazole-2-carboxamide). The solvent is C1CCOC1 (THF). Conditions: time 3 hour. The product is O1C(=NCC1)C1=NC2=C(N1C)C=C(C=C2)N2C(C=C(C=C2)OCC2=CC=C(C=C2)F)=O (1-(2-(4,5-Dihydro-1,3-oxazol-2-yl)-1-methyl-1H-benzimidazol-6-yl)-4-((4-fluorobenzyl)oxy)pyridin-2(1H)-one). Isolated yield 37.3%. As a reaction SMILES: S(Cl)(Cl)=O.[F:5][C:6]1[CH:36]=[CH:35][C:9]([CH2:10][O:11][C:12]2[CH:17]=[CH:16][N:15]([C:18]3[CH:19]=[CH:20][C:21]4[N:25]=[C:24]([C:26]([NH:28][CH2:29][CH2:30]O)=[O:27])[N:23]([CH3:32])[C:22]=4[CH:33]=3)[C:14](=[O:34])[CH:13]=2)=[CH:8][CH:7]=1>C1COCC1>[O:27]1[CH2:30][CH2:29][N:28]=[C:26]1[C:24]1[N:23]([CH3:32])[C:22]2[CH:33]=[C:18]([N:15]3[CH:16]=[CH:17][C:12]([O:11][CH2:10][C:9]4[CH:8]=[CH:7][C:6]([F:5])=[CH:36][CH:35]=4)=[CH:13][C:14]3=[O:34])[CH:19]=[CH:20][C:21]=2[N:25]=1. Procedure: Thionyl chloride (0.078 ml) was added to a mixture of 6-(4-((4-fluorobenzyl)oxy)-2-oxopyridin-1(2H)-yl)-N-(2-hydroxyethyl)-1-methyl-1H-benzimidazole-2-carboxamide (50.0 mg) in THF (2 ml) at room temperature. The mixture was stirred at room temperature for 3 h, and at 50° C. under Ar atmosphere for 2 h. After evaporation of the solvent, THF (2 ml) was added to the residue. NaH (40% oil dispersion, 34.3 mg) was added to the mixture at 0° C. The mixture was stirred at room temperature for 1 h, and ... Product: ClC1=CC=C(C(=O)NC2=CC=C(C=C2)C2=CC=C3CN(C(C3=C2)=O)C2CC(CCC2)C(=O)O)C=C1 (3-(6-(4-(4-Chlorobenzamido)phenyl)-1-oxoisoindolin-2-yl)cyclohexane carboxylic acid). RXN SMILES: C(NC1C=CC(C2C=C3C(CN([C@@H](C(C)C)C(O)=O)C3=O)=CC=2)=CC=1)(=O)C1C=CC=CC=1.[Cl:33][C:34]1[CH:68]=[CH:67][C:37]([C:38]([NH:40][C:41]2[CH:46]=[CH:45][C:44]([C:47]3[CH:55]=[C:54]4[C:50]([CH2:51][N:52]([CH:57]5[CH2:62][CH2:61][CH2:60][CH:59]([C:63]([O:65]C)=[O:64])[CH2:58]5)[C:53]4=[O:56])=[CH:49][CH:48]=3)=[CH:43][CH:42]=2)=[O:39])=[CH:36][CH:35]=1>>[Cl:33][C:34]1[CH:68]=[CH:67][C:37]([C:38]([NH:40][C:41]2[CH:46]=[CH:45][C:44]([C:47]3[CH:55]=[C:54]4[C:50]([CH2:51][N:52]([CH:57]5[CH2:62][CH2:61][CH2:60][CH:59]([C:63]([OH:65])=[O:64])[CH2:58]5)[C:53]4=[O:56])=[CH:49][CH:48]=3)=[CH:43][CH:42]=2)=[O:39])=[CH:36][CH:35]=1. Yield: 85.0%. Starting materials: C(C1=CC=CC=C1)(=O)NC1=CC=C(C=C1)C1=CC=C2CN(C(C2=C1)=O)[C@H](C(=O)O)C(C)C ((S)-2-(6-(4-Benzamidophenyl)-1-oxoisoindolin-2-yl)-3-methylbutanoic acid), ClC1=CC=C(C(=O)NC2=CC=C(C=C2)C2=CC=C3CN(C(C3=C2)=O)C2CC(CCC2)C(=O)OC)C=C1 (Methyl 3-(6-(4-(4-chlorobenzamido)phenyl)-1-oxoisoindolin-2-yl)cyclohexane carboxylate). Procedure: The compound of example 549 was prepared analogous to compound of example 98 by hydrolysis of compound of example 548. Starting materials: CC1(C)C2CCC1(CS(=O)(=O)O)C(=O)C2, Cc1ccccc1, CCO, O=C(Cc1ccc(F)cc1)N=C=S, CN1CCN(C2CCN(C(=O)Nc3cc(Oc4ccc(N)cc4F)ncn3)CC2)CC1. Product: CN1CCN(C2CCN(C(=O)Nc3cc(Oc4ccc(NC(=S)NC(=O)Cc5ccc(F)cc5)cc4F)ncn3)CC2)CC1. As a reaction SMILES: [C:45]12([CH2:46][S:47]([OH:48])(=[O:49])=[O:50])[C:51]([CH3:52])([CH3:53])[CH:54]([CH2:55][CH2:56]1)[CH2:57][C:58]2=[O:59].[CH3:60][c:61]1[cH:62][cH:63][cH:64][cH:65][cH:66]1.[CH3:67][CH2:68][OH:69].[F:1][c:2]1[cH:3][cH:4][c:5]([CH2:8][C:9](=[O:10])[N:11]=[C:12]=[S:13])[cH:6][cH:7]1.[NH2:14][c:15]1[cH:16][c:17]([F:44])[c:18]([O:19][c:20]2[n:21][cH:22][n:23][c:24]([NH:26][C:27](=[O:28])[N:29]3[CH2:30][CH2:31][CH:32]([N:35]4[CH2:36][CH2:37][N:38]([CH3:41])[CH2:39][CH2:40]4)[CH2:33][CH2:34]3)[cH:25]2)[cH:42][cH:43]1>>[F:1][c:2]1[cH:3][cH:4][c:5]([CH2:8][C:9](=[O:10])[NH:11][C:12](=[S:13])[NH:14][c:15]2[cH:16][c:17]([F:44])[c:18]([O:19][c:20]3[n:21][cH:22][n:23][c:24]([NH:26][C:27](=[O:28])[N:29]4[CH2:30][CH2:31][CH:32]([N:35]5[CH2:36][CH2:37][N:38]([CH3:41])[CH2:39][CH2:40]5)[CH2:33][CH2:34]4)[cH:25]3)[cH:42][cH:43]2)[cH:6][cH:7]1. Reactants: C(=C)OCCONC(=O)C=1C(=C2C(=NC1)N(N=C2)CC2=CC=C(C=C2)OC)NC2=C(C=C(C=C2)I)F (4-(2-Fluoro-4-iodophenylamino)-1-(4-methoxybenzyl)-1H-pyrazolo[3,4-b]pyridine-5-carboxylic acid (2-vinyloxyethoxy)-amide). Solvent: C(=O)(C(F)(F)F)O (TFA). Conditions: temperature 65 celsius. The product is OCCONC(=O)C=1C(=C2C(=NC1)NN=C2)NC2=C(C=C(C=C2)I)F (4-(2-Fluoro-4-iodophenylamino)-1H-pyrazolo[3,4-b]pyridine 5-carboxylic acid (2-hydroxyethoxy)-amide). Isolated yield 28.8%. RXN SMILES: C([O:3][CH2:4][CH2:5][O:6][NH:7][C:8]([C:10]1[C:11]([NH:28][C:29]2[CH:34]=[CH:33][C:32]([I:35])=[CH:31][C:30]=2[F:36])=[C:12]2[CH:18]=[N:17][N:16](CC3C=CC(OC)=CC=3)[C:13]2=[N:14][CH:15]=1)=[O:9])=C>C(O)(C(F)(F)F)=O>[OH:3][CH2:4][CH2:5][O:6][NH:7][C:8]([C:10]1[C:11]([NH:28][C:29]2[CH:34]=[CH:33][C:32]([I:35])=[CH:31][C:30]=2[F:36])=[C:12]2[CH:18]=[N:17][NH:16][C:13]2=[N:14][CH:15]=1)=[O:9]. Procedure: 4-(2-Fluoro-4-iodophenylamino)-1-(4-methoxybenzyl)-1H-pyrazolo[3,4-b]pyridine-5-carboxylic acid (2-vinyloxyethoxy)-amide (346 mg, 0.57 mmol) was dissolved in TFA (5 mL) and the reaction mixture heated at 65° C. for 3 hours. The reaction mixture was concentrated in vacuo and the residue was dissolved in ethyl acetate (10 mL), washed with aqueous saturated sodium bicarbonate solution (10 mL) and the aqueous fraction extracted twice with ethyl acetate (2×10 mL). The combined organic extracts were w...